This data is from the Open Reaction Database (ORD), a public repository of structured organic reaction records. The task is: describe an organic reaction: reactants, conditions, products, and yield Reactants: Cc1ccc(C(=O)NC(C)(C)C)cn1, C1CCOC1, CO, [Cl-], N#CC1=C(C#N)C(=O)C(Cl)=C(Cl)C1=O, Cc1ccccc1[Mg+]. Yields the product Cc1cc(-c2ccccc2C)c(C(=O)NC(C)(C)C)cn1. RXN SMILES: [C:10]([CH3:11])([CH3:12])([CH3:13])[NH:14][C:15]([c:16]1[cH:17][n:18][c:19]([CH3:22])[cH:20][cH:21]1)=[O:23].[CH2:40]1[O:41][CH2:42][CH2:43][CH2:44]1.[CH3:24][OH:25].[Cl-:1].[Cl:26][C:27]1=[C:38]([Cl:39])[C:36](=[O:37])[C:33]([C:34]#[N:35])=[C:30]([C:31]#[N:32])[C:28]1=[O:29].[c:2]1([CH3:9])[c:3]([Mg+:8])[cH:4][cH:5][cH:6][cH:7]1>>[c:2]1([CH3:9])[c:3](-[c:21]2[c:16]([C:15]([NH:14][C:10]([CH3:11])([CH3:12])[CH3:13])=[O:23])[cH:17][n:18][c:19]([CH3:22])[cH:20]2)[cH:4][cH:5][cH:6][cH:7]1.